Dataset: the Open Reaction Database (ORD), a public repository of structured organic reaction records. Task: describe an organic reaction: reactants, conditions, products, and yield Starting materials: Cc1cc(F)ncc1Br, C1COCCO1, CNC1CCCCC1NC, I[Cu]I, [K+], [K+], [K+], O=P([O-])([O-])[O-], O=C1NCCN1c1ccc2ncsc2c1. Product: Cc1cc(F)ncc1N1CCN(c2ccc3ncsc3c2)C1=O. As a reaction SMILES: [Br:16][c:17]1[c:18]([CH3:24])[cH:19][c:20]([F:23])[n:21][cH:22]1.[CH2:46]1[O:47][CH2:48][CH2:49][O:50][CH2:51]1.[CH3:25][NH:26][CH:27]1[CH2:28][CH2:29][CH2:30][CH2:31][CH:32]1[NH:33][CH3:34].[Cu:43]([I:44])[I:45].[K+:40].[K+:41].[K+:42].[P:35]([O-:36])([O-:37])([O-:38])=[O:39].[s:1]1[cH:2][n:3][c:4]2[c:5]1[cH:6][c:7]([N:10]1[C:11](=[O:15])[NH:12][CH2:13][CH2:14]1)[cH:8][cH:9]2>>[s:1]1[cH:2][n:3][c:4]2[c:5]1[cH:6][c:7]([N:10]1[C:11](=[O:15])[N:12]([c:17]3[c:18]([CH3:24])[cH:19][c:20]([F:23])[n:21][cH:22]3)[CH2:13][CH2:14]1)[cH:8][cH:9]2. Reactants: ClC(=C(C=O)C1=CC=CC=C1)C(F)(F)F (3-chloro-4,4,4-trifluoro-2-phenyl-but-2-enal), SCC(=O)OCC (ethyl 2-mercaptoacetate). The solvent is C1CCOC1 (THF), C1CCOC1 (THF), O (water), [OH-].[Na+] (NaOH), [OH-].[Na+] (NaOH). Reaction conditions: time 45 minute. Yields the product C(C)OC(=O)C=1SC(=C(C1)C1=CC=CC=C1)C(F)(F)F (4-phenyl-5-trifluoromethyl-thiophene-2-carboxylic acid ethyl ester). Yield: 56.2%. RXN SMILES: [SH:1][CH2:2][C:3]([O:5][CH2:6][CH3:7])=[O:4].Cl[C:9]([C:19]([F:22])([F:21])[F:20])=[C:10]([C:13]1[CH:18]=[CH:17][CH:16]=[CH:15][CH:14]=1)[CH:11]=O>C1COCC1.O.[OH-].[Na+]>[CH2:6]([O:5][C:3]([C:2]1[S:1][C:9]([C:19]([F:20])([F:22])[F:21])=[C:10]([C:13]2[CH:18]=[CH:17][CH:16]=[CH:15][CH:14]=2)[CH:11]=1)=[O:4])[CH3:7] |f:4.5|. Procedure: To a solution of ethyl 2-mercaptoacetate (0.88 g, 6.75 mmol) in THF (45 mL) NaH (271 mg, 6.75 mmol, 60% in mineral oil) is added at −10° C. The mixture is stirred at 0° C. for 30 min before a solution of 3-chloro-4,4,4-trifluoro-2-phenyl-but-2-enal 1.32 g (4.5 mmol) in THF (5 mL) is added. The reaction mixture is stirred at it for 45 min, then treated with 2 N aq. NaOH (2 mL). Stirring is continued for 15 min and the mixture is diluted with water (100 mL) and 1 N aq. NaOH (15 mL). The mixture is...